Dataset: the Open Reaction Database (ORD), a public repository of structured organic reaction records. Task: describe an organic reaction: reactants, conditions, products, and yield RXN SMILES: [CH:1]1[C:10]2[C:5](=[CH:6][CH:7]=[CH:8][CH:9]=2)[C:4]([CH:11]=O)=[CH:3][N:2]=1.N1(C2C=C[C:21]([CH:22]=[O:23])=CC=2)C=CC=N1>>[CH:1]1[C:10]2[C:5](=[CH:6][CH:7]=[CH:8][CH:9]=2)[C:4]([CH:11]=[CH:21][CH:22]=[O:23])=[CH:3][N:2]=1. Yields the product C1=NC=C(C2=CC=CC=C12)C=CC=O (3-(4-Isoquinolinyl)-2-propenal). Reported procedure: The title compound was prepared by a procedure analogous to Reference Example 30 by substituting 4-isoquinolinecarboxaldehyde for the 4-(1H-pyrazol-1-yl)-benzaldehyde of Reference Example 30. MS 184 (M+H)+. The reactants are C1=NC=C(C2=CC=CC=C12)C=O (4-isoquinolinecarboxaldehyde), N1(N=CC=C1)C1=CC=C(C=O)C=C1 (4-(1H-pyrazol-1-yl)-benzaldehyde). The reactants are [BH3-]C#N, CC(C)=O, CO, CC(=O)O, CC(C)Nc1cccnc1N1CCN(C(=O)c2cc3cc(NC(=O)N4CCNCC4)ccc3[nH]2)CC1, [Na+], [Na+], [OH-]. Yields the product CC(C)Nc1cccnc1N1CCN(C(=O)c2cc3cc(NC(=O)N4CCN(C(C)C)CC4)ccc3[nH]2)CC1. RXN SMILES: [C:37]([BH3-:38])#[N:39].[CH3:41][C:42]([CH3:43])=[O:44].[CH3:47][OH:48].[CH3:49][C:50](=[O:51])[OH:52].[N:1]1([C:7](=[O:8])[NH:9][c:10]2[cH:11][c:12]3[cH:13][c:14]([C:19](=[O:20])[N:21]4[CH2:22][CH2:23][N:24]([c:27]5[n:28][cH:29][cH:30][cH:31][c:32]5[NH:33][CH:34]([CH3:35])[CH3:36])[CH2:25][CH2:26]4)[nH:15][c:16]3[cH:17][cH:18]2)[CH2:2][CH2:3][NH:4][CH2:5][CH2:6]1.[Na+:40].[Na+:46].[OH-:45]>>[N:1]1([C:7](=[O:8])[NH:9][c:10]2[cH:11][c:12]3[cH:13][c:14]([C:19](=[O:20])[N:21]4[CH2:22][CH2:23][N:24]([c:27]5[n:28][cH:29][cH:30][cH:31][c:32]5[NH:33][CH:34]([CH3:35])[CH3:36])[CH2:25][CH2:26]4)[nH:15][c:16]3[cH:17][cH:18]2)[CH2:2][CH2:3][N:4]([CH:42]([CH3:41])[CH3:43])[CH2:5][CH2:6]1. Starting materials: C1=CC(=CC(=C1)Cl)C(=O)OO (mCPBA), C(N)(=O)C1=C(N=C(N=N1)SC)NC1=CC=C(C=C1)C1CCN(CC1)C(=O)OC(C)(C)C (tert-butyl 4-(4-(6-carbamoyl-3-(methylthio)-1,2,4-triazin-5-ylamino)phenyl)piperidine-1-carboxylate), CCN(C(C)C)C(C)C (DIEA), Cl.COC1=CC=C(C(=O)N[C@H]2CNCCC2)C=C1 ((R)-4-methoxy-N-(piperidin-3-yl)benzamide hydrochloride). Run in CN1CCCC1=O (NMP), C(Cl)(Cl)Cl (chloroform). Conditions: time 1 hour. Product: COC1=CC=C(C(=O)N[C@H]2CN(CCC2)C=2N=NC(=C(N2)NC2=CC=C(C=C2)C2CCNCC2)C(=O)N)C=C1 ((R)-3-(3-(4-methoxybenzamido)piperidin-1-yl)-5-(4-(piperidin-4-yl)phenylamino)-1,2,4-triazine-6-carboxamide). As a reaction SMILES: [C:1]([C:4]1[N:9]=[N:8][C:7](SC)=[N:6][C:5]=1[NH:12][C:13]1[CH:18]=[CH:17][C:16]([CH:19]2[CH2:24][CH2:23][N:22](C(OC(C)(C)C)=O)[CH2:21][CH2:20]2)=[CH:15][CH:14]=1)(=[O:3])[NH2:2].C1C=C(Cl)C=C(C(OO)=O)C=1.CCN(C(C)C)C(C)C.Cl.[CH3:53][O:54][C:55]1[CH:69]=[CH:68][C:58]([C:59]([NH:61][C@@H:62]2[CH2:67][CH2:66][CH2:65][NH:64][CH2:63]2)=[O:60])=[CH:57][CH:56]=1>CN1C(=O)CCC1.C(Cl)(Cl)Cl>[CH3:53][O:54][C:55]1[CH:56]=[CH:57][C:58]([C:59]([NH:61][C@@H:62]2[CH2:67][CH2:66][CH2:65][N:64]([C:7]3[N:8]=[N:9][C:4]([C:1]([NH2:2])=[O:3])=[C:5]([NH:12][C:13]4[CH:18]=[CH:17][C:16]([CH:19]5[CH2:24][CH2:23][NH:22][CH2:21][CH2:20]5)=[CH:15][CH:14]=4)[N:6]=3)[CH2:63]2)=[O:60])=[CH:68][CH:69]=1 |f:3.4|. Reported procedure: To ethyl 5-chloro-3-(methylthio)-1,2,4-triazine-6-carboxylate (1) (1.20 g, 5.15 mmol) in acetonitrile (40 mL) was added tert-butyl 4-(4-aminophenyl)piperidine-1-carboxylate (2.14 g, 7.73 mmol) and then DIEA (1350 μL, 7.73 mmol). The mixture was stirred at RT for 1 hour. To the mixture was then added ammonia (7.0 N solution in methanol, 30 mL). The mixture turned cloudy in 10 min and then into a suspension. The mixture was stirred for 8 hours, and the solid was isolated by filtration. It was wash...